This data is from the Open Reaction Database (ORD), a public repository of structured organic reaction records. The task is: describe an organic reaction: reactants, conditions, products, and yield Reactants: C#CCBr, [Cl-], CCOC(=O)Nc1cc(-c2ncc(C(F)(F)F)n(C)c2=O)c(Cl)cc1Cl, [H-], [NH4+], [Na+], C1CCOC1. The product is C#CCN(C(=O)OCC)c1cc(-c2ncc(C(F)(F)F)n(C)c2=O)c(Cl)cc1Cl. RXN SMILES: [CH2:29]([C:30]#[CH:31])[Br:32].[Cl-:33].[Cl:3][c:4]1[c:5](-[c:17]2[c:18](=[O:28])[n:19]([CH3:27])[c:20]([C:23]([F:24])([F:25])[F:26])[cH:21][n:22]2)[cH:6][c:7]([NH:11][C:12](=[O:13])[O:14][CH2:15][CH3:16])[c:8]([Cl:10])[cH:9]1.[H-:1].[NH4+:34].[Na+:2].[O:35]1[CH2:36][CH2:37][CH2:38][CH2:39]1>>[Cl:3][c:4]1[c:5](-[c:17]2[c:18](=[O:28])[n:19]([CH3:27])[c:20]([C:23]([F:24])([F:25])[F:26])[cH:21][n:22]2)[cH:6][c:7]([N:11]([C:12](=[O:13])[O:14][CH2:15][CH3:16])[CH2:31][C:30]#[CH:29])[c:8]([Cl:10])[cH:9]1. Reactants: CCC(C)(C)C(=O)OCc1cccc(C)c1OCCOc1ccc(C(=NOC)C(=O)OC)cc1, CO, [Na+], [OH-]. Yields the product CCC(C)(C)C(=O)OCc1cccc(C)c1OCCOc1ccc(C(=NOC)C(=O)O)cc1. Reaction SMILES: [CH3:1][O:2][C:3]([C:4]([c:5]1[cH:6][cH:7][c:8]([O:11][CH2:12][CH2:13][O:14][c:15]2[c:16]([CH2:22][O:23][C:24]([C:25]([CH2:26][CH3:27])([CH3:28])[CH3:29])=[O:30])[cH:17][cH:18][cH:19][c:20]2[CH3:21])[cH:9][cH:10]1)=[N:31][O:32][CH3:33])=[O:34].[CH3:37][OH:38].[Na+:36].[OH-:35]>>[O:2]=[C:3]([C:4]([c:5]1[cH:6][cH:7][c:8]([O:11][CH2:12][CH2:13][O:14][c:15]2[c:16]([CH2:22][O:23][C:24]([C:25]([CH2:26][CH3:27])([CH3:28])[CH3:29])=[O:30])[cH:17][cH:18][cH:19][c:20]2[CH3:21])[cH:9][cH:10]1)=[N:31][O:32][CH3:33])[OH:34].